From a dataset of the Open Reaction Database (ORD), a public repository of structured organic reaction records. describe an organic reaction: reactants, conditions, products, and yield The reactants are NC1=NC(=CC=C1[N+](=O)[O-])N (2,6-diamino-3-nitropyridine), O.C1(=CC=CC=C1)C(=O)C=O (phenylglyoxal hydrate). Reagents/catalysts: [Ni] (Raney nickel). Solvent: C(C)O (ethanol), C(C)O (ethanol). Product: C1(=CC=CC=C1)C1=CN=C2C(=N1)N=C(C=C2)N (3-phenylpyrido[2,3-b]pyrazin-6-ylamine). As a reaction SMILES: [NH2:1][C:2]1[C:7]([N+:8]([O-])=O)=[CH:6][CH:5]=[C:4]([NH2:11])[N:3]=1.O.[C:13]1([C:19]([CH:21]=O)=O)[CH:18]=[CH:17][CH:16]=[CH:15][CH:14]=1>C(O)C.[Ni]>[C:13]1([C:19]2[N:1]=[C:2]3[N:3]=[C:4]([NH2:11])[CH:5]=[CH:6][C:7]3=[N:8][CH:21]=2)[CH:18]=[CH:17][CH:16]=[CH:15][CH:14]=1 |f:1.2|. Reported procedure: A solution of 1.22 g of 2,6-diamino-3-nitropyridine (7.92 mmol) in 210 ml of ethanol is hydrogenated with Raney nickel as catalyst at 50° C. and 5 bar. After the hydrogenation is complete, the catalyst is filtered off with suction through a glass fibre filter. Before the filtration, 1.68 g of phenylglyoxal hydrate (11.03 mmol) are introduced into 50 ml of ethanol in the receiver. The catalyst is then filtered off under nitrogen as protective gas, and the hydrogenation solution is sucked directly... Starting materials: BrC1=CC=C(C=C1)/C=C/C(=O)N1C(OC(C1C)C1=CC=CC=C1)=O (E-3-[3-(4-Bromo-phenyl)-acryloyl]-4-methyl-5-phenyl-oxazolidin-2-one), C1CCOC1 (THF). Reagents/catalysts: CC(=O)[O-].CC(=O)[O-].[Pd+2] (Pd(OAc)2). The product is BrC1=CC=C(C=C1)C1C(C1)C(=O)N1C(O[C@H]([C@@H]1C)C1=CC=CC=C1)=O (Trans-3-[2-(4-Bromo-phenyl)-cyclopropanecarbonyl]-4-methyl-5-phenyl-oxazolidin-2-one). Reaction SMILES: [Br:1][C:2]1[CH:7]=[CH:6][C:5](/[CH:8]=[CH:9]/[C:10]([N:12]2[CH:16]([CH3:17])[CH:15]([C:18]3[CH:23]=[CH:22][CH:21]=[CH:20][CH:19]=3)[O:14][C:13]2=[O:24])=[O:11])=[CH:4][CH:3]=1.[CH2:25]1COCC1>CC([O-])=O.CC([O-])=O.[Pd+2]>[Br:1][C:2]1[CH:3]=[CH:4][C:5]([CH:8]2[CH2:25][CH:9]2[C:10]([N:12]2[C@@H:16]([CH3:17])[C@H:15]([C:18]3[CH:19]=[CH:20][CH:21]=[CH:22][CH:23]=3)[O:14][C:13]2=[O:24])=[O:11])=[CH:6][CH:7]=1 |f:2.3.4|. Procedure: To a solution of E-3-[3-(4-Bromo-phenyl)-acryloyl]4-methyl-5-phenyl-oxazolidin-2-one from Step 5 and Pd(OAc)2 (0.05 eq.) in THF (0.2M) was added portionwise CH2N2 until the reaction was completed. NMR of aliquots monitored the reaction. The resulting mixture was concentrated and flash chromatography (Hex:EtOAc; 3:2) to afford the two separate diastereoisomers. Each diastereoisomers were submitted to the procedures described in Step 2 and Step 3 to afford the (+) and (−) enantiomers of EXAMPLE 42 Reactants: ClC=1C=C(C=CC1C1=CC2=CC=C(C=C2C=C1)OC)O (3-chloro-4-(6-methoxy-2-naphthyl)phenol), B(Br)(Br)Br (boron tribromide). Product: ClC1=C(C=CC(=C1)O)C=1C=C2C=CC(=CC2=CC1)O (6-(2-Chloro-4-hydroxyphenyl)-2-naphthol), yellowish solid. Isolated yield 92.0%. Reaction SMILES: [Cl:1][C:2]1[CH:3]=[C:4]([OH:20])[CH:5]=[CH:6][C:7]=1[C:8]1[CH:17]=[CH:16][C:15]2[C:10](=[CH:11][CH:12]=[C:13]([O:18]C)[CH:14]=2)[CH:9]=1.B(Br)(Br)Br>>[Cl:1][C:2]1[CH:3]=[C:4]([OH:20])[CH:5]=[CH:6][C:7]=1[C:8]1[CH:9]=[C:10]2[C:15](=[CH:16][CH:17]=1)[CH:14]=[C:13]([OH:18])[CH:12]=[CH:11]2. Procedure details: The title compound was prepared by reacting 3-chloro-4-(6-methoxy-2-naphthyl)phenol (2.4 g, 8.43 mmol) with boron tribromide (21.9 mL of 1.0 M solution in CH2Cl2, 21.9 mmol) according to method D to yield 2.1 g (92%) of a yellowish solid: mp 209-210° C.; 1H NMR (DMDO-d6): δ 6.86 (1H, dd, J=8.42 Hz, J=2.45 Hz), 6.97 (1H, d, 2.41 Hz), 7.11 (1H, dd, J=8.78 Hz, J=2.35 Hz), 7.16 (1H, d, J=2.15 Hz), 7.30 (1H, d, J=8.40 Hz), 7.42 (1H, dd, J=8.51 Hz, J=1.71 Hz), 7.71 (1H, d, J=8.59 Hz), 7.76 (1H, s), 7.... Starting materials: CC(=O)Nc1c(C)ccc(O)c1C, CCO, O=S(=O)(O)O. The product is Cc1ccc(O)c(C)c1N. Reaction SMILES: [C:1](=[O:2])([CH3:3])[NH:4][c:5]1[c:6]([CH3:13])[c:7]([OH:12])[cH:8][cH:9][c:10]1[CH3:11].[CH3:19][CH2:20][OH:21].[S:14](=[O:15])(=[O:16])([OH:17])[OH:18]>>[NH2:4][c:5]1[c:6]([CH3:13])[c:7]([OH:12])[cH:8][cH:9][c:10]1[CH3:11]. Reactants: C(=O)=O (CO2), [OH-].[Na+] (NaOH), [Li]CCCC (n-BuLi), BrC1=C(C(=C(C=C1)SC)C=C)OC (1-bromo-2-methoxy-4-methylsulfanyl-3-vinylbenzene). Solvent: C1CCOC1 (THF), CCOC(=O)C (EtOAc). Run at temperature -100 celsius, time 20 minute. Yields the product COC1=C(C(=O)O)C=CC(=C1C=C)SC (2-Methoxy-4-methylsulfanyl-3-vinylbenzoic acid). As a reaction SMILES: [Li]CCCC.Br[C:7]1[CH:12]=[CH:11][C:10]([S:13][CH3:14])=[C:9]([CH:15]=[CH2:16])[C:8]=1[O:17][CH3:18].[C:19](=[O:21])=[O:20].[OH-].[Na+]>C1COCC1.CCOC(C)=O>[CH3:18][O:17][C:8]1[C:9]([CH:15]=[CH2:16])=[C:10]([S:13][CH3:14])[CH:11]=[CH:12][C:7]=1[C:19]([OH:21])=[O:20] |f:3.4|. Procedure: At −100° C., n-BuLi (25 ml, 15% in n-hexane, 4.1 mmol) was added to a solution of 1-bromo-2-methoxy-4-methylsulfanyl-3-vinylbenzene (7 g, 31.3 mmol) in THF (300 ml), and the mixture was stirred at −100° C. for 20 min. At −100° C., CO2 was then introduced (exothermic reaction up to −60° C.). At −80 to −90° C., the mixture was then stirred for another 1 h, and NaOH (100 ml) was added dropwise at −40° C. The solution was stirred into EtOAc (400 ml), and the mixture was extracted 3× with 5% strength... Run in C(Cl)Cl (DCM), CCO (EtOH). As a reaction SMILES: [C:1]([NH:8][C@H:9]([C:11](N)=O)[CH3:10])([O:3][C:4]([CH3:7])([CH3:6])[CH3:5])=[O:2].F[B-](F)(F)F.C([O+](CC)CC)C.[F:26][C:27]1[CH:28]=[C:29]([NH:34][C:35]2[CH:40]=[CH:39][N:38]=[CH:37][CH:36]=2)[C:30]([NH2:33])=[CH:31][CH:32]=1>C(Cl)Cl.CCO>[C:4]([O:3][C:1](=[O:2])[NH:8][CH:9]([C:10]1[N:34]([C:35]2[CH:36]=[CH:37][N:38]=[CH:39][CH:40]=2)[C:29]2[CH:28]=[C:27]([F:26])[CH:32]=[CH:31][C:30]=2[N:33]=1)[CH3:11])([CH3:7])([CH3:6])[CH3:5] |f:1.2|. Product: C(C)(C)(C)OC(NC(C)C1=NC2=C(N1C1=CC=NC=C1)C=C(C=C2)F)=O ([1-(6-Fluoro-1-pyridin-4-yl-1H-benzoimidazol-2-yl)ethyl]carbamic acid tert-butyl ester). Procedure details: To a suspension of (S)-Boc-alaninamide (385 mg, 2.05 mmol) in DCM (5 mL) was added triethyloxonium tetrafluoroborate (389 mg, 2.05 mmol) in one portion under a nitrogen atmosphere. The resulting mixture was left to stir at RT for 1 h. The volatiles were removed under reduced pressure and to the resulting residue was added 4-fluoro-N2-pyridin-4-yl-benzene-1,2-diamine (208 mg, 1.02 mmol) in absolute EtOH (5 mL) and the mixture was stirred at 80° C. for 16 h. The volatiles were removed under reduce... Conditions: time 1 hour. Yield: 57.8%. Starting materials: F[B-](F)(F)F.C(C)[O+](CC)CC (triethyloxonium tetrafluoroborate), C(=O)(OC(C)(C)C)N[C@@H](C)C(=O)N ((S)-Boc-alaninamide), FC=1C=C(C(=CC1)N)NC1=CC=NC=C1 (4-fluoro-N2-pyridin-4-yl-benzene-1,2-diamine). RXN SMILES: C([O-])(O)=O.[Na+].[S:6]1[CH:10]=[CH:9][CH:8]=[C:7]1[CH2:11][C:12](Cl)=[O:13].[C:15]1([S:21][CH2:22][CH2:23][S:24][C:25]2[C:30]([NH2:31])=[CH:29][CH:28]=[CH:27][N:26]=2)[CH:20]=[CH:19][CH:18]=[CH:17][CH:16]=1.CCCCCC>O1CCOCC1>[C:15]1([S:21][CH2:22][CH2:23][S:24][C:25]2[C:30]([NH:31][C:12](=[O:13])[CH2:11][C:7]3[S:6][CH:10]=[CH:9][CH:8]=3)=[CH:29][CH:28]=[CH:27][N:26]=2)[CH:16]=[CH:17][CH:18]=[CH:19][CH:20]=1 |f:0.1|. Starting materials: C(=O)(O)[O-].[Na+] (NaHCO3), S1C(=CC=C1)CC(=O)Cl (2-(thiophen-2-yl)acetic acid chloride), C1(=CC=CC=C1)SCCSC1=NC=CC=C1N ([2-(2-phenylsulfanyl-ethylsulfanyl)-pyridin-3-yl]amine), CCCCCC (hexane). Procedure details: 420 mg (5.0 mmol) NaHCO3 and 402 mg (2.5 mmol) 2-(thiophen-2-yl)acetic acid chloride were added to a solution of 262 mg (1.0 mmol) [2-(2-phenylsulfanyl-ethylsulfanyl)-pyridin-3-yl]amine (VPF-006) in dioxane (25 ml) at 0° C. and then the mixture was stirred for 16 h at RT. Then it was diluted with EE and washed with water and brine. The organic phase was dried over Na2SO4, filtered and concentrated to small volume under vacuum. Column chromatography (hexane/EE 9:1) of the residue yielded 186 mg (... Solvent: O1CCOCC1 (dioxane). Yields the product C1(=CC=CC=C1)SCCSC1=NC=CC=C1NC(CC=1SC=CC1)=O (N-[2-(2-phenylsulfanyl-ethylsulfanyl)-pyridin-3-yl]-2-thiophen-2-yl acetamide). Reaction conditions: time 16 hour. Yield: 50.0%. Starting materials: N1=C(N)N=C(N)N=C1N (melamine), OCCOCCNC1=NC(=NC(=N1)NCCOCCO)NCCOCCO (N,N',N"-tris-(5-hydroxy-3-oxapentyl)-melamine), C=O (paraformaldehyde), OC1=CC=C(C=C1)C(C)(C)C1=CC=C(C=C1)O (bisphenol A), CCN(CC)CCO (diethylaminoethanol), C=O (formaldehyde), methylol. The product is N1=C(N)N=C(N)N=C1N.C=O (Melamine/Formaldehyde). Reaction SMILES: [N:1]1[C:8]([NH2:9])=[N:7][C:5]([NH2:6])=[N:4][C:2]=1[NH2:3].[OH:10][CH2:11]COCCNC1N=C(NCCOCCO)N=C(NCCOCCO)N=1.C=O.OC1C=CC(C(C2C=CC(O)=CC=2)(C)C)=CC=1.CCN(CCO)CC>>[N:1]1[C:8]([NH2:9])=[N:7][C:5]([NH2:6])=[N:4][C:2]=1[NH2:3].[CH2:11]=[O:10] |f:5.6|. Reported procedure: 170.1 g (0.9 mol) of melamine and 61.7 g of an 80% strength aqueous solution of N,N',N"-tris-(5-hydroxy-3-oxapentyl)-melamine (0.1 mol) were mixed with 45.8 g of paraformaldehyde, 3.72 g of bisphenol A, 1.5 ml of diethylaminoethanol and 110.7 g of 40% strength aqueous formaldehyde solution and 1.6 g of a methylol compound. The reaction mixture was refluxed until it had a viscosity of 630 Pa.s (98° C.).